Dataset: the Open Reaction Database (ORD), a public repository of structured organic reaction records. Task: describe an organic reaction: reactants, conditions, products, and yield Reactants: BrC=1C=CC2=C(C=C(CCS2(=O)=O)C(=O)OC)C1 (methyl 7-bromo-1,1-dioxo-2,3-dihydro-1-benzothiepine-4-carboxylate), B(OC1=CC(=C(C=C1)Cl)Cl)([O-])[O-] (3,4-dichlorophenyl borate), C([O-])([O-])=O.[K+].[K+] (potassium carbonate). Reagents/catalysts: C=1C=CC(=CC1)[P](C=2C=CC=CC2)(C=3C=CC=CC3)[Pd]([P](C=4C=CC=CC4)(C=5C=CC=CC5)C=6C=CC=CC6)([P](C=7C=CC=CC7)(C=8C=CC=CC8)C=9C=CC=CC9)[P](C=1C=CC=CC1)(C=1C=CC=CC1)C=1C=CC=CC1 (tetrakistriphenylphosphinepalladium). Run in C1(=CC=CC=C1)C.C(C)O.O (toluene ethanol water). Run at time 1 hour. The product is ClC=1C=C(C=CC1Cl)C=1C=CC2=C(C=C(CCS2(=O)=O)C(=O)OC)C1 (methyl 7-(3,4-dichlorophenyl)-1,1-dioxo-2,3-dihydro-1-benzothiepine-4-carboxylate). Yield: 65.8%. As a reaction SMILES: Br[C:2]1[CH:3]=[CH:4][C:5]2[S:11](=[O:13])(=[O:12])[CH2:10][CH2:9][C:8]([C:14]([O:16][CH3:17])=[O:15])=[CH:7][C:6]=2[CH:18]=1.B([O-])([O-])O[C:21]1[CH:26]=[CH:25][C:24]([Cl:27])=[C:23]([Cl:28])[CH:22]=1.C(=O)([O-])[O-].[K+].[K+]>C1(C)C=CC=CC=1.C(O)C.O.C1C=CC([P]([Pd]([P](C2C=CC=CC=2)(C2C=CC=CC=2)C2C=CC=CC=2)([P](C2C=CC=CC=2)(C2C=CC=CC=2)C2C=CC=CC=2)[P](C2C=CC=CC=2)(C2C=CC=CC=2)C2C=CC=CC=2)(C2C=CC=CC=2)C2C=CC=CC=2)=CC=1>[Cl:27][C:24]1[CH:25]=[C:26]([C:2]2[CH:3]=[CH:4][C:5]3[S:11](=[O:13])(=[O:12])[CH2:10][CH2:9][C:8]([C:14]([O:16][CH3:17])=[O:15])=[CH:7][C:6]=3[CH:18]=2)[CH:21]=[CH:22][C:23]=1[Cl:28] |f:2.3.4,5.6.7,^1:51,53,72,91|. Reported procedure: Under argon atmosphere, a mixture of methyl 7-bromo-1,1-dioxo-2,3-dihydro-1-benzothiepine-4-carboxylate (0.80 g), 3,4-dichlorophenyl borate (0.54 g) and potassium carbonate (0.67 g) in toluene/ethanol/water (30/3/3 ml) was stirred at room temperature for 1 hour. To the mixture was added tetrakistriphenylphosphinepalladium (0.14 g), and the mixture was refluxed for 18 hours, cooled, extracted with ethyl acetate, washed with saturated brine, dried with magnesium sulfate and concentrated under redu...